This data is from the Open Reaction Database (ORD), a public repository of structured organic reaction records. The task is: describe an organic reaction: reactants, conditions, products, and yield Starting materials: ClC1=NC=2CC(CC(C2C(=C1C(=O)OCC)O)=O)(C)C (ethyl 2-chloro-4-hydroxy-7,7-dimethyl-5-oxo-5,6,7,8-tetrahydroquinoline-3-carboxylate), C(C)[Zn]CC (Diethylzinc). Yields the product C(C)C1=NC=2CC(CC(C2C(=C1C(=O)OCC)O)=O)(C)C (Ethyl 2-ethyl-4-hydroxy-7,7-dimethyl-5-oxo-5,6,7,8-tetrahydroquinoline-3-carboxylate). RXN SMILES: Cl[C:2]1[C:11]([C:12]([O:14][CH2:15][CH3:16])=[O:13])=[C:10]([OH:17])[C:9]2[C:8](=[O:18])[CH2:7][C:6]([CH3:20])([CH3:19])[CH2:5][C:4]=2[N:3]=1.[CH2:21]([Zn]CC)[CH3:22]>>[CH2:21]([C:2]1[C:11]([C:12]([O:14][CH2:15][CH3:16])=[O:13])=[C:10]([OH:17])[C:9]2[C:8](=[O:18])[CH2:7][C:6]([CH3:20])([CH3:19])[CH2:5][C:4]=2[N:3]=1)[CH3:22]. Procedure details: Obtained by starting from ethyl 2-chloro-4-hydroxy-7,7-dimethyl-5-oxo-5,6,7,8-tetrahydroquinoline-3-carboxylate. Diethylzinc (1 M in hexane) is used instead of isopropyl-zinc-bromide. Reactants: CCN=C=NCCCN(C)C, COC(=O)c1ccc(NC2CCNCC2)nc1, CN(C)C=O, O=C(O)c1ccc(Cl)cc1, On1nnc2ccccc21. Product: COC(=O)c1ccc(NC2CCN(C(=O)c3ccc(Cl)cc3)CC2)nc1. Reaction SMILES: [CH3:38][CH2:39][N:40]=[C:41]=[N:42][CH2:43][CH2:44][CH2:45][N:46]([CH3:47])[CH3:48].[NH:1]1[CH2:2][CH2:3][CH:4]([NH:7][c:8]2[n:9][cH:10][c:11]([C:12](=[O:13])[O:14][CH3:15])[cH:16][cH:17]2)[CH2:5][CH2:6]1.[O:49]=[CH:50][N:51]([CH3:52])[CH3:53].[OH:18][C:19](=[O:20])[c:21]1[cH:22][cH:23][c:24]([Cl:25])[cH:26][cH:27]1.[OH:28][n:29]1[c:30]2[c:31]([cH:32][cH:33][cH:34][cH:35]2)[n:36][n:37]1>>[N:1]1([C:19](=[O:18])[c:21]2[cH:22][cH:23][c:24]([Cl:25])[cH:26][cH:27]2)[CH2:2][CH2:3][CH:4]([NH:7][c:8]2[n:9][cH:10][c:11]([C:12](=[O:13])[O:14][CH3:15])[cH:16][cH:17]2)[CH2:5][CH2:6]1. Reactants: BrC1=CC=C(C=C1)C1=C(C(=NO1)C)NC(CCC1=CC=CC=C1)C ([5-(4-bromo-phenyl)-3-methyl-isoxazol-4-yl]-(1-methyl-3-phenyl-propyl)-amine), IC (iodomethane). The product is BrC1=CC=C(C=C1)C1=C(C(=NO1)C)N(C(CCC1=CC=CC=C1)C)C ([5-(4-Bromo-phenyl)-3-methyl-isoxazol-4-yl]-methyl-(1-methyl-3-phenyl-propyl)-amine). As a reaction SMILES: [Br:1][C:2]1[CH:7]=[CH:6][C:5]([C:8]2[O:12][N:11]=[C:10]([CH3:13])[C:9]=2[NH:14][CH:15]([CH3:24])[CH2:16][CH2:17][C:18]2[CH:23]=[CH:22][CH:21]=[CH:20][CH:19]=2)=[CH:4][CH:3]=1.I[CH3:26]>>[Br:1][C:2]1[CH:3]=[CH:4][C:5]([C:8]2[O:12][N:11]=[C:10]([CH3:13])[C:9]=2[N:14]([CH3:26])[CH:15]([CH3:24])[CH2:16][CH2:17][C:18]2[CH:19]=[CH:20][CH:21]=[CH:22][CH:23]=2)=[CH:6][CH:7]=1. Procedure details: Prepared according to the procedure described in Example 123, Step 1, using [5-(4-bromo-phenyl)-3-methyl-isoxazol-4-yl]-(1-methyl-3-phenyl-propyl)-amine and iodomethane.